From a dataset of the Open Reaction Database (ORD), a public repository of structured organic reaction records. describe an organic reaction: reactants, conditions, products, and yield Reactants: O=C([O-])O, ClCCl, Cc1cc(C)cc(Sc2c(C(C)C)nc(C)n2C)c1, O=C(OO)c1cccc(Cl)c1, [Na+], [Na+], [Na+], O=S([O-])([O-])=S. Product: Cc1cc(C)cc(S(=O)c2c(C(C)C)nc(C)n2C)c1. As a reaction SMILES: [C:38](=[O:39])([O-:40])[OH:41].[CH2:43]([Cl:44])[Cl:45].[CH3:1][c:2]1[cH:3][c:4]([S:9][c:10]2[c:11]([CH:17]([CH3:18])[CH3:19])[n:12][c:13]([CH3:16])[n:14]2[CH3:15])[cH:5][c:6]([CH3:8])[cH:7]1.[Cl:20][c:21]1[cH:22][cH:23][cH:24][c:25]([C:26]([O:27][OH:29])=[O:28])[cH:30]1.[Na+:36].[Na+:37].[Na+:42].[S:31]([O-:32])([O-:33])(=[O:34])=[S:35]>>[CH3:1][c:2]1[cH:3][c:4]([S:9]([c:10]2[c:11]([CH:17]([CH3:18])[CH3:19])[n:12][c:13]([CH3:16])[n:14]2[CH3:15])=[O:28])[cH:5][c:6]([CH3:8])[cH:7]1. As a reaction SMILES: Cl.[Cl:2][C:3]1[CH:20]=[CH:19][C:6]([CH2:7][N:8]([C:10]2[CH:15]=[CH:14][C:13]([CH:16]([CH3:18])[CH3:17])=[CH:12][CH:11]=2)N)=[CH:5][CH:4]=1.[CH3:21][C:22]([CH3:42])([CH2:27][C:28](=O)[CH2:29][S:30][C:31]1[S:32][C:33]2[CH:39]=[CH:38][C:37]([Cl:40])=[CH:36][C:34]=2[N:35]=1)[C:23]([O:25]C)=[O:24]>>[Cl:2][C:3]1[CH:20]=[CH:19][C:6]([CH2:7][N:8]2[C:10]3[C:15](=[CH:14][C:13]([CH:16]([CH3:18])[CH3:17])=[CH:12][CH:11]=3)[C:29]([S:30][C:31]3[S:32][C:33]4[CH:39]=[CH:38][C:37]([Cl:40])=[CH:36][C:34]=4[N:35]=3)=[C:28]2[CH2:27][C:22]([CH3:42])([CH3:21])[C:23]([OH:25])=[O:24])=[CH:5][CH:4]=1 |f:0.1|. The reactants are Cl.ClC1=CC=C(CN(N)C2=CC=C(C=C2)C(C)C)C=C1 (1-(p-chlorobenzyl)-1-[4-(i-propyl)phenyl]-hydrazine hydrochloride), CC(C(=O)OC)(CC(CSC=1SC2=C(N1)C=C(C=C2)Cl)=O)C (methyl 2,2-dimethyl-4-oxo-5-(5-chlorobenzothiazol-2-ylthio)pentanoate). The product is ClC1=CC=C(CN2C(=C(C3=CC(=CC=C23)C(C)C)SC=2SC3=C(N2)C=C(C=C3)Cl)CC(C(=O)O)(C)C)C=C1 (1-(p-Chlorobenzyl)-α,α-dimethyl-5-isopropyl3-(5-chlorobenzothiazol-2-ylthio)indole-2-propanoic acid). Reported procedure: Following the procedure of Example 104, but 1-(p-chlorobenzyl)-1-[4-(i-propyl)phenyl]-hydrazine hydrochloride and methyl 2,2-dimethyl-4-oxo-5-(5-chlorobenzothiazol-2-ylthio)pentanoate as starting materials followed by hydrolysis at reflux gave the title compound, m.p 154°-156°. Starting materials: O[C@H]1C[C@@H]2CC[C@H]3[C@@H]4CC[C@@H]([C@@]4(C)CC([C@@H]3[C@]2(CC1)C)=O)C(=O)O (3α-Hydroxy-11-oxo-5α-androstane-17β-carboxylic acid), [OH-].C(CCC)[N+](CCCC)(CCCC)CCCC (tetra-butyl ammonium hydroxide), [I-].[Na+] (sodium iodide), C([O-])(O)=O.[K+] (potassium bicarbonate), C(C)(=O)OCCl (chloromethyl acetate). The solvent is CC(=O)C (acetone). Yields the product C(C)(=O)OCOC(=O)[C@@H]1[C@]2(C)[C@@H](CC1)[C@@H]1CC[C@H]3C[C@@H](CC[C@]3(C)[C@H]1C(C2)=O)O (17β-Acetoxymethoxycarbonyl-3α-hydroxy-5α-androstan-11-one). As a reaction SMILES: [OH:1][C@@H:2]1[CH2:19][CH2:18][C@@:17]2([CH3:20])[C@@H:4]([CH2:5][CH2:6][C@@H:7]3[C@@H:16]2[C:15](=[O:21])[CH2:14][C@@:12]2([CH3:13])[C@H:8]3[CH2:9][CH2:10][C@@H:11]2[C:22]([OH:24])=[O:23])[CH2:3]1.[OH-].C([N+](CCCC)(CCCC)CCCC)CCC.[I-].[Na+].C(=O)(O)[O-].[K+].[C:50]([O:53][CH2:54]Cl)(=[O:52])[CH3:51]>CC(C)=O>[C:50]([O:53][CH2:54][O:23][C:22]([C@H:11]1[CH2:10][CH2:9][C@H:8]2[C@H:7]3[C@H:16]([C:15](=[O:21])[CH2:14][C@:12]12[CH3:13])[C@:17]1([CH3:20])[C@H:4]([CH2:3][C@H:2]([OH:1])[CH2:19][CH2:18]1)[CH2:5][CH2:6]3)=[O:24])(=[O:52])[CH3:51] |f:1.2,3.4,5.6|. Procedure: 3α-Hydroxy-11-oxo-5α-androstane-17β-carboxylic acid (1g.) was warmed with tetra-butyl ammonium hydroxide (1.94g. Of 40% solution) and acetone (10 ml.) to effect solution. The solution was refluxed with sodium iodide (100 mg.). potassium bicarbonate (150 mg.) and chloromethyl acetate (0.6 ml.) for 2 hours. The mixture was evaporated to small volume, diluted with ethyl acetate, washed with water, dried (Na2SO4) and evaporated to a residue. Purification by preparative t.l.c. gave title compound (le... The reactants are OCCCCCCCCCCCBr, CN(C)C=O, N#C[Na]. Product: N#CCCCCCCCCCCCO. As a reaction SMILES: [Br:1][CH2:2][CH2:3][CH2:4][CH2:5][CH2:6][CH2:7][CH2:8][CH2:9][CH2:10][CH2:11][CH2:12][OH:13].[CH3:17][N:18]([CH3:19])[CH:20]=[O:21].[Na:14][C:15]#[N:16]>>[CH2:2]([CH2:3][CH2:4][CH2:5][CH2:6][CH2:7][CH2:8][CH2:9][CH2:10][CH2:11][CH2:12][OH:13])[C:15]#[N:16]. Reaction SMILES: [Br-:23].[Br-:29].[C:1]([CH3:2])([CH3:3])([CH3:4])[O:5][C:6]([c:7]1[cH:8][n:9][c:10]([CH3:14])[c:11]([Cl:13])[cH:12]1)=[O:15].[CH2:24]([CH:25]([CH3:26])[CH3:27])[Mg+:28].[CH2:32]1[O:33][CH2:34][CH2:35][CH2:36]1.[CH3:16][N:17]1[CH2:18][CH2:19][CH2:20][C:21]1=[O:22].[CH3:30][Mg+:31]>>[C:1]([CH3:2])([CH3:3])([CH3:4])[O:5][C:6]([c:7]1[cH:8][n:9][c:10]([CH3:14])[c:11]([CH2:24][CH:25]([CH3:26])[CH3:27])[cH:12]1)=[O:15]. Product: Cc1ncc(C(=O)OC(C)(C)C)cc1CC(C)C. Starting materials: [Br-], [Br-], Cc1ncc(C(=O)OC(C)(C)C)cc1Cl, CC(C)C[Mg+], C1CCOC1, CN1CCCC1=O, C[Mg+].